describe an organic reaction: reactants, conditions, products, and yield From a dataset of the Open Reaction Database (ORD), a public repository of structured organic reaction records. Reactants: NC(COC(C1=CN=C(C=C1C(C1=CC=CC=C1)=O)N1CCN(CC1)C)=O)(C)C (4-benzoyl-6-(4-methyl-piperazin-1-yl)-nicotinic acid 2-amino-2-methyl-propyl ester), C(C(C)(C)C)(=O)Cl (pivaloyl chloride), [Cl-].[Na+] (sodium chloride), Cl (hydrochloric acid). The solvent is O1CCCC1 (tetrahydrofuran). Reaction conditions: temperature 65 celsius, time 1 hour. The product is C(C1=CC=CC=C1)(=O)C1=CC(=NC=C1C(=O)O)N1CCN(CC1)C (4-Benzoyl-6-(4-methyl-piperazin-1-yl)-nicotinic Acid). As a reaction SMILES: NC(C)(C)C[O:4][C:5](=[O:27])[C:6]1[C:11]([C:12](=[O:19])[C:13]2[CH:18]=[CH:17][CH:16]=[CH:15][CH:14]=2)=[CH:10][C:9]([N:20]2[CH2:25][CH2:24][N:23]([CH3:26])[CH2:22][CH2:21]2)=[N:8][CH:7]=1.C(Cl)(=O)C(C)(C)C.Cl.[Cl-].[Na+]>O1CCCC1>[C:12]([C:11]1[C:6]([C:5]([OH:27])=[O:4])=[CH:7][N:8]=[C:9]([N:20]2[CH2:21][CH2:22][N:23]([CH3:26])[CH2:24][CH2:25]2)[CH:10]=1)(=[O:19])[C:13]1[CH:18]=[CH:17][CH:16]=[CH:15][CH:14]=1 |f:3.4|. Reported procedure: To a solution of 1.15 g (2.9 mmol) of 4-benzoyl-6-(4-methyl-piperazin-1-yl)-nicotinic acid 2-amino-2-methyl-propyl ester in 20 ml tetrahydrofuran were added dropwise 367 mg (3.05 mmol) pivaloyl chloride at 0° C. After stirring the light yellow suspension at the same temperature for 1 hour, 1 M aqueous hydrochloric acid was added. Excess pivaloyl chloride was extracted with dichloromethane, the aqueous layer was made alkaline with 28% sodium hydroxide solution and extracted twice with dichloromet... Starting materials: C\C=C/C (cis-2-butene), FC1=CC=C(C=C1)C(CN1N=CN=C1)=O (4'-fluoro-2-(1H-1,2,4-triazol-1-yl)-acetophenone). The product is FC1=CC=C(C=C1)[C@@]1(O[C@@H](C1C)C)CN1N=CN=C1 ((2R*,4R*)-2(4-Fluorophenyl)-3,4-dimethyl-2-[(1H-1,2,4-triazol-1-yl)methyl]oxetane). The yield is 5.3%. RXN SMILES: [CH3:1]/[CH:2]=[CH:3]\[CH3:4].[F:5][C:6]1[CH:11]=[CH:10][C:9]([C:12](=[O:19])[CH2:13][N:14]2[CH:18]=[N:17][CH:16]=[N:15]2)=[CH:8][CH:7]=1>>[F:5][C:6]1[CH:11]=[CH:10][C:9]([C@@:12]2([CH2:13][N:14]3[CH:18]=[N:17][CH:16]=[N:15]3)[CH:3]([CH3:4])[C@@H:2]([CH3:1])[O:19]2)=[CH:8][CH:7]=1. Reported procedure: Following a procedure similar to that described in Example 39, but using cis-2-butene and 950 mg (5.68 mmole) of 4'-fluoro-2-(1H-1,2,4-triazol-1-yl)-acetophenone, 80 mg (yield 5.3%) of a 1:1 mixture of stereoisomers at the 3-position of the title compound were obtained, in the form of oil. Reactants: [BH3-]C#N, O=C([O-])[O-], CCC(CCCc1cc(OC)c(OC)c(OC)c1)(NC)c1cccs1, CC#N, CO, Cl, [K+], [K+], [Na+]. Product: CCC(CCCc1cc(OC)c(OC)c(OC)c1)(c1cccs1)N(C)C. As a reaction SMILES: [C:26]([BH3-:27])#[N:28].[C:31](=[O:32])([O-:33])[O-:34].[CH2:1]([CH3:2])[C:3]([CH2:4][CH2:5][CH2:6][c:7]1[cH:8][c:9]([O:17][CH3:18])[c:10]([O:15][CH3:16])[c:11]([O:13][CH3:14])[cH:12]1)([c:19]1[s:20][cH:21][cH:22][cH:23]1)[NH:24][CH3:25].[CH3:37][C:38]#[N:39].[CH3:40][OH:41].[ClH:30].[K+:35].[K+:36].[Na+:29]>>[CH2:1]([CH3:2])[C:3]([CH2:4][CH2:5][CH2:6][c:7]1[cH:8][c:9]([O:17][CH3:18])[c:10]([O:15][CH3:16])[c:11]([O:13][CH3:14])[cH:12]1)([c:19]1[s:20][cH:21][cH:22][cH:23]1)[N:24]([CH3:25])[CH3:26]. Reaction SMILES: C([CH:3]([O:7][C:8]1[CH:13]=[CH:12][C:11]([CH2:14][CH2:15][CH2:16][S:17]([C:20]2[CH:25]=[CH:24][C:23]([Cl:26])=[CH:22][CH:21]=2)(=[O:19])=[O:18])=[CH:10][C:9]=1[NH:27][C:28](=[O:46])[C:29]1[CH:34]=[CH:33][CH:32]=[C:31]([O:35][CH2:36][C:37]2[S:38][CH:39]=[C:40]([C:42]([CH3:45])([CH3:44])[CH3:43])[N:41]=2)[CH:30]=1)[C:4]([OH:6])=O)C.[NH3:47]>>[C:42]([C:40]1[N:41]=[C:37]([CH2:36][O:35][C:31]2[CH:30]=[C:29]([CH:34]=[CH:33][CH:32]=2)[C:28]([NH:27][C:9]2[CH:10]=[C:11]([CH2:14][CH2:15][CH2:16][S:17]([C:20]3[CH:25]=[CH:24][C:23]([Cl:26])=[CH:22][CH:21]=3)(=[O:19])=[O:18])[CH:12]=[CH:13][C:8]=2[O:7][CH2:3][C:4]([NH2:47])=[O:6])=[O:46])[S:38][CH:39]=1)([CH3:45])([CH3:43])[CH3:44]. Yields the product C(C)(C)(C)C=1N=C(SC1)COC=1C=C(C(=O)NC2=C(OCC(=O)N)C=CC(=C2)CCCS(=O)(=O)C2=CC=C(C=C2)Cl)C=CC1 (2-[3-[(4-tert-butyl-2-thiazolyl)methoxy]benzoylamino]-4-[3-(4-chlorophenylsulfonyl)propyl]phenoxyacetamide). Procedure: Ethyl 2-[3-[(4-tert-butyl-2-thiazolyl)methoxy]benzoylamino]-4-[3-(4-chlorophenylsulfonyl)propyl]phenoxyacetic acid (0.30 g, 0.44 mmol) was dissolved in ammonia-saturated methanol (10 ml) and the solution was subjected to 12 hours of reaction at room temperature. The reaction solution was concentrated under reduced pressure, and the resulting residue was crystallized from acetonitrile to give 2-[3-[(4-tert-butyl-2-thiazolyl)methoxy]benzoylamino]-4-[3-(4-chlorophenylsulfonyl)propyl]phenoxyacetamid... Reactants: C(C)C(C(=O)O)OC1=C(C=C(C=C1)CCCS(=O)(=O)C1=CC=C(C=C1)Cl)NC(C1=CC(=CC=C1)OCC=1SC=C(N1)C(C)(C)C)=O (Ethyl 2-[3-[(4-tert-butyl-2-thiazolyl)methoxy]benzoylamino]-4-[3-(4-chlorophenylsulfonyl)propyl]phenoxyacetic acid), N (ammonia). Isolated yield 77.0%. Starting materials: [BH3-]C#N, CCC(NC(=O)OCc1ccccc1)C1(c2ccc(OC)cc2)CCC(=O)CC1, CC(=O)[O-], CO, [NH4+], [Na+]. Yields the product CCC(NC(=O)OCc1ccccc1)C1(c2ccc(OC)cc2)CCC(N)CC1. RXN SMILES: [C:35](#[N:36])[BH3-:37].[CH2:1]([c:2]1[cH:3][cH:4][cH:5][cH:6][cH:7]1)[O:8][C:9]([NH:10][CH:11]([CH2:12][CH3:13])[C:14]1([c:21]2[cH:22][cH:23][c:24]([O:27][CH3:28])[cH:25][cH:26]2)[CH2:15][CH2:16][C:17](=[O:20])[CH2:18][CH2:19]1)=[O:29].[CH3:31][C:32](=[O:33])[O-:34].[CH3:39][OH:40].[NH4+:30].[Na+:38]>>[CH2:1]([c:2]1[cH:3][cH:4][cH:5][cH:6][cH:7]1)[O:8][C:9]([NH:10][CH:11]([CH2:12][CH3:13])[C:14]1([c:21]2[cH:22][cH:23][c:24]([O:27][CH3:28])[cH:25][cH:26]2)[CH2:15][CH2:16][CH:17]([NH2:36])[CH2:18][CH2:19]1)=[O:29]. Yields the product Fc1ccc(Cl)cc1-c1nc(I)c2c(n1)CCO2. Reaction SMILES: [Cl:1][c:2]1[c:3]2[c:4]([n:5][c:6](-[c:8]3[c:9]([F:15])[cH:10][cH:11][c:12]([Cl:14])[cH:13]3)[n:7]1)[CH2:16][CH2:17][O:18]2.[I-:20].[IH:19].[Na+:21].[OH2:22]>>[c:2]1([I:19])[c:3]2[c:4]([n:5][c:6](-[c:8]3[c:9]([F:15])[cH:10][cH:11][c:12]([Cl:14])[cH:13]3)[n:7]1)[CH2:16][CH2:17][O:18]2. Reactants: Fc1ccc(Cl)cc1-c1nc(Cl)c2c(n1)CCO2, [I-], I, [Na+], O. Reactants: O (water), NC1=NNC(=C1)C(C)(C)C (3-Amino-5-t-butylpyrazole), O (water), C(C)(=O)OC(C)=O (acetic anhydride). The solvent is C1=CC=CC=C1 (benzene). Yields the product C(C)(=O)NC1=NNC(=C1)C(C)(C)C (3-acetylamino-5-t-butylpyrazole). Yield: 62.6%. Reaction SMILES: [NH2:1][C:2]1[CH:6]=[C:5]([C:7]([CH3:10])([CH3:9])[CH3:8])[NH:4][N:3]=1.[C:11](OC(=O)C)(=[O:13])[CH3:12].O>C1C=CC=CC=1>[C:11]([NH:1][C:2]1[CH:6]=[C:5]([C:7]([CH3:10])([CH3:9])[CH3:8])[NH:4][N:3]=1)(=[O:13])[CH3:12]. Procedure details: 42 g (0.3 mole) of 3-amino-5-t-butylpyrazole prepared in Example 1 was dissolved in 200 ml of benzene, and 30.6 g of acetic anhydride was added dropwise thereto at 20° to 40° C. while cooling with water. After completion of the dropwise addition, the mixture was allowed to react at 50° to 60° C. for 3 hours. Thereafter, the reaction product was cooled, and water was added to form a precipitate. The precipitate was collected by filtration, and washed with water and benzene to obtain 34 g of 3-ace...